Dataset: the Open Reaction Database (ORD), a public repository of structured organic reaction records. Task: describe an organic reaction: reactants, conditions, products, and yield Reactants: CC(=O)O[C@H]1C[C@H]2[C@H]([C@@H]([C@@H]1OC(=O)C)OC(=O)C)NC(=O)C3=CC4=C(C=C23)OCO4 (2,3,4-triacetoxy-7-deoxy-trans-dihydronarciclasine), C([O-])([O-])=O.[K+].[K+] (potassium carbonate). The solvent is CO (methanol). Yields the product C=1C2=C(C=C3C1OCO3)C(=O)N[C@@H]4C2=C[C@@H]([C@H]([C@H]4O)O)O (7-Deoxy-narciclasine). Isolated yield 91.0%. Reaction SMILES: CC([O:4][C@@H:5]1[C@@H:10]([O:11]C(C)=O)[C@@H:9]([O:15]C(C)=O)[C@@H:8]2[NH:19][C:20]([C:22]3[C:27]([C@H:7]2[CH2:6]1)=[CH:26][C:25]1[O:28][CH2:29][O:30][C:24]=1[CH:23]=3)=[O:21])=O.C(=O)([O-])[O-].[K+].[K+]>CO>[CH:26]1[C:27]2[C:7]3=[CH:6][C@H:5]([OH:4])[C@@H:10]([OH:11])[C@@H:9]([OH:15])[C@@H:8]3[NH:19][C:20](=[O:21])[C:22]=2[CH:23]=[C:24]2[O:30][CH2:29][O:28][C:25]=12 |f:1.2.3|. Reported procedure: This compound is produced as follows. 2,3,4-triacetoxy-7-deoxy-trans-dihydro narciclasine (13, 0.14 g) is saponified in 9:1 aqueous methanol and with potassium carbonate (0.003 g), and is conducted as described above for obtaining alcohol 2c to yield triol 1e as a colorless solid; 89 mg (91% yield); mp>300° C. (dec.). The reactants are C1CCOC1, COCCC1(C(=O)OC)CCCC1, CO, I, [Na+], [OH-]. The product is COCCC1(C(=O)O)CCCC1. As a reaction SMILES: [CH2:17]1[O:18][CH2:19][CH2:20][CH2:21]1.[CH3:1][O:2][C:3](=[O:4])[C:5]1([CH2:10][CH2:11][O:12][CH3:13])[CH2:6][CH2:7][CH2:8][CH2:9]1.[CH3:22][OH:23].[I:16].[Na+:15].[OH-:14]>>[O:2]=[C:3]([OH:4])[C:5]1([CH2:10][CH2:11][O:12][CH3:13])[CH2:6][CH2:7][CH2:8][CH2:9]1. The reactants are CCO, COC(=O)c1ccc(-c2csc(N=C(N)N)n2)o1, NN, O. The product is NNC(=O)c1ccc(-c2csc(N=C(N)N)n2)o1. As a reaction SMILES: [CH3:22][CH2:23][OH:24].[NH2:1][C:2]([NH2:3])=[N:4][c:5]1[s:6][cH:7][c:8](-[c:10]2[o:11][c:12]([C:15]([O:17][CH3:16])=[O:18])[cH:13][cH:14]2)[n:9]1.[NH2:20][NH2:21].[OH2:19]>>[NH2:1][C:2]([NH2:3])=[N:4][c:5]1[s:6][cH:7][c:8](-[c:10]2[o:11][c:12]([C:15](=[O:17])[NH:20][NH2:21])[cH:13][cH:14]2)[n:9]1. Reactants: O=C([O-])[O-], CS(C)=O, N#Cc1ccc(-c2cc(Cl)c(CC3CCN(C4CCCCC4)C3=O)c(Cl)c2)cc1F, [K+], [K+], OO. Yields the product NC(=O)c1ccc(-c2cc(Cl)c(CC3CCN(C4CCCCC4)C3=O)c(Cl)c2)cc1F. Reaction SMILES: [C:1]([O-:2])(=[O:3])[O-:4].[CH3:39][S:40]([CH3:41])=[O:42].[Cl:9][c:10]1[cH:11][c:12](-[c:30]2[cH:31][c:32]([F:38])[c:33]([C:36]#[N:37])[cH:34][cH:35]2)[cH:13][c:14]([Cl:29])[c:15]1[CH2:16][CH:17]1[C:18](=[O:28])[N:19]([CH:22]2[CH2:23][CH2:24][CH2:25][CH2:26][CH2:27]2)[CH2:20][CH2:21]1.[K+:5].[K+:6].[OH:7][OH:8]>>[O:2]=[C:36]([c:33]1[c:32]([F:38])[cH:31][c:30](-[c:12]2[cH:11][c:10]([Cl:9])[c:15]([CH2:16][CH:17]3[C:18](=[O:28])[N:19]([CH:22]4[CH2:23][CH2:24][CH2:25][CH2:26][CH2:27]4)[CH2:20][CH2:21]3)[c:14]([Cl:29])[cH:13]2)[cH:35][cH:34]1)[NH2:37]. RXN SMILES: [Cl:2][c:3]1[c:4](-[c:10]2[n:11][n:12]([CH3:34])[c:13](-[c:15]3[cH:16][s:17][c:18](-[c:21]4[cH:22][cH:23][c:24]([O:27][CH:28]5[CH2:29][CH2:30][CH2:31][CH2:32][O:33]5)[cH:25][cH:26]4)[c:19]3[CH3:20])[n:14]2)[c:5]([F:9])[cH:6][cH:7][cH:8]1.[ClH:1].[O:36]1[CH2:37][CH2:38][CH2:39][CH2:40]1.[OH2:35]>>[Cl:2][c:3]1[c:4](-[c:10]2[n:11][n:12]([CH3:34])[c:13](-[c:15]3[cH:16][s:17][c:18](-[c:21]4[cH:22][cH:23][c:24]([OH:27])[cH:25][cH:26]4)[c:19]3[CH3:20])[n:14]2)[c:5]([F:9])[cH:6][cH:7][cH:8]1. Product: Cc1c(-c2nc(-c3c(F)cccc3Cl)nn2C)csc1-c1ccc(O)cc1. Reactants: Cc1c(-c2nc(-c3c(F)cccc3Cl)nn2C)csc1-c1ccc(OC2CCCCO2)cc1, Cl, C1CCOC1, O. Starting materials: P(Br)(Br)Br (Phosphorous tribromide), ClC1=CC=C(C=C1)C1(CCC1)COCC1=NC(=NO1)C1=CC=C(C=C1)CO ((4-(5-(((1-(4-chlorophenyl)cyclobutyl)methoxy)methyl)-1,2,4-oxadiazol-3-yl)phenyl)methanol). Conditions: time 16 hour. The product is BrCC1=CC=C(C=C1)C1=NOC(=N1)COCC1(CCC1)C1=CC=C(C=C1)Cl (3-(4-(bromomethyl)phenyl)-5-(((1-(4-chlorophenyl)cyclobutyl)methoxy)methyl)-1,2,4-oxadiazole). The yield is 94.5%. As a reaction SMILES: P(Br)(Br)[Br:2].[Cl:5][C:6]1[CH:11]=[CH:10][C:9]([C:12]2([CH2:16][O:17][CH2:18][C:19]3[O:23][N:22]=[C:21]([C:24]4[CH:29]=[CH:28][C:27]([CH2:30]O)=[CH:26][CH:25]=4)[N:20]=3)[CH2:15][CH2:14][CH2:13]2)=[CH:8][CH:7]=1>>[Br:2][CH2:30][C:27]1[CH:28]=[CH:29][C:24]([C:21]2[N:20]=[C:19]([CH2:18][O:17][CH2:16][C:12]3([C:9]4[CH:10]=[CH:11][C:6]([Cl:5])=[CH:7][CH:8]=4)[CH2:15][CH2:14][CH2:13]3)[O:23][N:22]=2)=[CH:25][CH:26]=1. Procedure: Phosphorous tribromide (30 μL, 323 μmol) was added to a stirred solution of crude (4-(5-(((1-(4-chlorophenyl)cyclobutyl)methoxy)methyl)-1,2,4-oxadiazol-3-yl)phenyl)methanol (83 mg, 215 μmol) at 0° C. The ice bath was removed and stirring was continued for 16 h. The reaction mixture was diluted with dichloromethane and water. The dichloromethane extract was washed with satd. Aqueous NaHCO3 solution, brine, dried (Na2SO4), filtered, and evaporated under reduced pressure to obtain crude 3-(4-(bromo... Reactants: CN1CCCC1=O, Clc1ccncc1, Cl, Nc1csc2cnccc12, [Na+], [Na+], O=C([O-])[O-]. Yields the product c1cc(Nc2csc3cnccc23)ccn1. As a reaction SMILES: [CH3:25][N:26]1[CH2:27][CH2:28][CH2:29][C:30]1=[O:31].[Cl:12][c:13]1[cH:14][cH:15][n:16][cH:17][cH:18]1.[ClH:11].[NH2:1][c:2]1[cH:3][s:4][c:5]2[cH:6][n:7][cH:8][cH:9][c:10]12.[Na+:19].[Na+:20].[O-:21][C:22](=[O:23])[O-:24]>>[NH:1]([c:2]1[cH:3][s:4][c:5]2[cH:6][n:7][cH:8][cH:9][c:10]12)[c:13]1[cH:14][cH:15][n:16][cH:17][cH:18]1. Reactants: C(Cl)Cl (DCM), CO (MeOH), C(C=C)OCC1=NC=2N(C=C1)N=C(C2C(=O)NC=2C=NC=CC2OC)NC(C(F)(F)F)=O (5-(Allyloxymethyl)-N-(4-methoxy-3-pyridyl)-2-[(2,2,2-trifluoroacetyl)amino]pyrazolo[1,5-a]pyrimidine-3-carboxamide), CN1C(=O)N(C(=O)CC1=O)C (1,3-dimethylbarbituric acid). Reagents/catalysts: C=1C=CC(=CC1)[P](C=2C=CC=CC2)(C=3C=CC=CC3)[Pd]([P](C=4C=CC=CC4)(C=5C=CC=CC5)C=6C=CC=CC6)([P](C=7C=CC=CC7)(C=8C=CC=CC8)C=9C=CC=CC9)[P](C=1C=CC=CC1)(C=1C=CC=CC1)C=1C=CC=CC1 (Pd(PPh3)4), C=1C=CC(=CC1)[P](C=2C=CC=CC2)(C=3C=CC=CC3)[Pd]([P](C=4C=CC=CC4)(C=5C=CC=CC5)C=6C=CC=CC6)([P](C=7C=CC=CC7)(C=8C=CC=CC8)C=9C=CC=CC9)[P](C=1C=CC=CC1)(C=1C=CC=CC1)C=1C=CC=CC1 (Pd(PPh3)4). The solvent is C(Cl)Cl.CO (DCM MeOH). Conditions: temperature 60 celsius, time 2.5 hour. Yields the product OCC1=NC=2N(C=C1)N=C(C2C(=O)NC=2C=NC=CC2OC)NC(C(F)(F)F)=O (5-(hydroxymethyl)-N-(4-methoxypyridin-3-yl)-2-(2,2,2-trifluoroacetamido)pyrazolo[1,5-a]pyrimidine-3-carboxamide). The yield is 84.2%. Reaction SMILES: C([O:4][CH2:5][C:6]1[CH:11]=[CH:10][N:9]2[N:12]=[C:13]([NH:26][C:27](=[O:32])[C:28]([F:31])([F:30])[F:29])[C:14]([C:15]([NH:17][C:18]3[CH:19]=[N:20][CH:21]=[CH:22][C:23]=3[O:24][CH3:25])=[O:16])=[C:8]2[N:7]=1)C=C.CN1C(=O)CC(=O)N(C)C1=O.C(Cl)Cl.CO>C(Cl)Cl.CO.C1C=CC([P]([Pd]([P](C2C=CC=CC=2)(C2C=CC=CC=2)C2C=CC=CC=2)([P](C2C=CC=CC=2)(C2C=CC=CC=2)C2C=CC=CC=2)[P](C2C=CC=CC=2)(C2C=CC=CC=2)C2C=CC=CC=2)(C2C=CC=CC=2)C2C=CC=CC=2)=CC=1>[OH:4][CH2:5][C:6]1[CH:11]=[CH:10][N:9]2[N:12]=[C:13]([NH:26][C:27](=[O:32])[C:28]([F:30])([F:31])[F:29])[C:14]([C:15]([NH:17][C:18]3[CH:19]=[N:20][CH:21]=[CH:22][C:23]=3[O:24][CH3:25])=[O:16])=[C:8]2[N:7]=1 |f:4.5,^1:57,59,78,97|. Procedure: 5-(Allyloxymethyl)-N-(4-methoxy-3-pyridyl)-2-[(2,2,2-trifluoroacetyl)amino]pyrazolo[1,5-a]pyrimidine-3-carboxamide (70 mg, 0.1554 mmol), 1,3-dimethylbarbituric acid (48.53 mg, 0.3108 mmol) and Pd(PPh3)4 (17.96 mg, 0.01554 mmol) were suspended in DCM/MeOH (1.4 mL/0.35 mL) in a pressure tube. The mixture was stirred at 60° C. for ˜2.5 hrs. Further DCM (1.4 mL), MeOH (0.35 mL) and Pd(PPh3)4 (17.96 mg, 0.01554 mmol) were added and the resulting mixture was stirred at 60° C. overnight. The reaction w...